From a dataset of the Open Reaction Database (ORD), a public repository of structured organic reaction records. describe an organic reaction: reactants, conditions, products, and yield Reactants: C(C)(C)(C)OC(=O)N1[C@@H](C[C@H](C1)SCC1=CC=C(C=C1)OC)C=CC(=O)OCC ((2S,4R)-2-(2-ethoxycarbonyl-vinyl)-4-(4-methoxy-benzylsulfanyl)-pyrrolidine-1-carboxylic acid tert-butyl ester), [Mg] (magnesium). Solvent: CO (MeOH). Conditions: time 5 hour. Product: C(C)(C)(C)OC(=O)N1[C@@H](C[C@H](C1)SCC1=CC=C(C=C1)OC)CCC(=O)OC ((2R,4R)-4-(4-methoxy-benzylsulfanyl)-2-(2-methoxycarbonyl-ethyl)-pyrrolidine-1-carboxylic acid tert-butyl ester). Yield: 110.5%. Reaction SMILES: [C:1]([O:5][C:6]([N:8]1[CH2:12][C@H:11]([S:13][CH2:14][C:15]2[CH:20]=[CH:19][C:18]([O:21][CH3:22])=[CH:17][CH:16]=2)[CH2:10][C@H:9]1[CH:23]=[CH:24][C:25]([O:27][CH2:28]C)=[O:26])=[O:7])([CH3:4])([CH3:3])[CH3:2].[Mg]>CO>[C:1]([O:5][C:6]([N:8]1[CH2:12][C@H:11]([S:13][CH2:14][C:15]2[CH:16]=[CH:17][C:18]([O:21][CH3:22])=[CH:19][CH:20]=2)[CH2:10][C@H:9]1[CH2:23][CH2:24][C:25]([O:27][CH3:28])=[O:26])=[O:7])([CH3:4])([CH3:3])[CH3:2]. Procedure details: In analogy to literature [Hudlicky, T.; Sinai-Zingde, G.; Natchus, M. G. Tetrahedron Lett. (1987), 28(44), 5287–90] a solution of 0.35 g (0.84 mmol) (2S,4R)-2-(2-ethoxycarbonyl-vinyl)-4-(4-methoxy-benzylsulfanyl)-pyrrolidine-1-carboxylic acid tert-butyl ester in 20 ml MeOH was treated with 0.122 g (5.04 mmol) magnesium and stirred at room temperature for 5 h. The reaction was evaporated, suspended twice in EtOAc and filtered to give 0.38 g (quantitative) of (2R,4R)-4-(4-methoxy-benzylsulfanyl)-2... Reactants: ( a ), OCP(=O)CCC(=O)OCC (ethyl 3-(hydroxymethylphosphinyl)propanoate), [O-]CC.[Na+] (sodium ethoxide), C(C(=O)OCC)(=O)OCC (diethyl oxalate). Solvent: C1(=CC=CC=C1)C (toluene), C1(=CC=CC=C1)C (toluene). Reaction conditions: time 16 hour. Yields the product OCP(=O)CCC(C(=O)O)=O (4-(Hydroxymethylphosphinyl)-2-oxobutanoic acid). The yield is 38.7%. RXN SMILES: [O-]CC.[Na+].[C:5]([O:12]CC)(=[O:11])[C:6]([O:8]CC)=O.[OH:15][CH2:16][PH:17]([CH2:19][CH2:20]C(OCC)=O)=[O:18]>C1(C)C=CC=CC=1>[OH:15][CH2:16][PH:17]([CH2:19][CH2:20][C:6](=[O:8])[C:5]([OH:12])=[O:11])=[O:18] |f:0.1|. Procedure: A suspension of sodium ethoxide in toluene (50 ml) was prepared as in (a) above and to this was added diethyl oxalate (10.9 g) and a solution of ethyl 3-(hydroxymethylphosphinyl)propanoate (13.5 g) in toluene (75 ml). The mixture was stirred for 16 hours then extracted with water (4×60 ml). The extract was acidified with conc. hydrochloric acid (200 ml) and the acid solution refluxed for 2.5 hours. The crude product (8.8 g) was isolated as in part (a) and triturated with acetone to give the desi...